This data is from the Open Reaction Database (ORD), a public repository of structured organic reaction records. The task is: describe an organic reaction: reactants, conditions, products, and yield Starting materials: CCC(C(=O)[O-])C1CN=C(c2cc3cc(OCCOC)cc(N(C)S(=O)(=O)c4cccs4)c3[nH]2)S1, CCO, [Na+], C1CCOC1, [OH-], O=C(O)CC(O)(CC(=O)O)C(=O)O. Yields the product COCCOc1cc(N(C)S(=O)(=O)c2cccs2)c2[nH]c(C3=NCC(CC(=O)O)S3)cc2c1. RXN SMILES: [CH2:1]([CH3:2])[CH:3]([C:4](=[O:5])[O-:6])[CH:7]1[CH2:8][N:9]=[C:10]([c:12]2[nH:13][c:14]3[c:15]([N:26]([S:27](=[O:28])(=[O:29])[c:30]4[s:31][cH:32][cH:33][cH:34]4)[CH3:35])[cH:16][c:17]([O:21][CH2:22][CH2:23][O:24][CH3:25])[cH:18][c:19]3[cH:20]2)[S:11]1.[CH3:56][CH2:57][OH:58].[Na+:37].[O:38]1[CH2:39][CH2:40][CH2:41][CH2:42]1.[OH-:36].[OH:43][C:44]([CH2:45][C:46]([C:47](=[O:48])[OH:49])([CH2:50][C:51](=[O:52])[OH:53])[OH:54])=[O:55]>>[CH2:3]([C:4](=[O:5])[OH:6])[CH:7]1[CH2:8][N:9]=[C:10]([c:12]2[nH:13][c:14]3[c:15]([N:26]([S:27](=[O:28])(=[O:29])[c:30]4[s:31][cH:32][cH:33][cH:34]4)[CH3:35])[cH:16][c:17]([O:21][CH2:22][CH2:23][O:24][CH3:25])[cH:18][c:19]3[cH:20]2)[S:11]1. Reactants: O=C(Cl)c1ccccc1, COC(=O)c1cnc(N)s1, CN(C)c1ccncc1, CN(C)C=O, c1ccncc1. Yields the product COC(=O)c1cnc(NC(=O)c2ccccc2)s1. As a reaction SMILES: [C:1]([c:2]1[cH:3][cH:4][cH:5][cH:6][cH:7]1)(=[O:8])[Cl:9].[CH3:10][O:11][C:12](=[O:13])[c:14]1[cH:15][n:16][c:17]([NH2:19])[s:18]1.[CH3:26][N:27]([CH3:28])[c:29]1[cH:30][cH:31][n:32][cH:33][cH:34]1.[CH3:35][N:36]([CH3:37])[CH:38]=[O:39].[cH:20]1[cH:21][cH:22][n:23][cH:24][cH:25]1>>[C:1]([c:2]1[cH:3][cH:4][cH:5][cH:6][cH:7]1)(=[O:8])[NH:19][c:17]1[n:16][cH:15][c:14]([C:12]([O:11][CH3:10])=[O:13])[s:18]1. Reaction SMILES: [CH2:29]([Cl:30])[Cl:31].[CH:1]([O-:2])([CH3:3])[CH3:4].[Cl:5][c:6]1[cH:7][cH:8][c:9]2[c:10]([cH:28]1)[C:11]([c:21]1[c:22]([Cl:27])[cH:23][cH:24][cH:25][cH:26]1)=[N:12][CH2:13][c:14]1[n:15]-2[cH:16][n:17][c:18]1[CH2:19][OH:20]>>[Cl:5][c:6]1[cH:7][cH:8][c:9]2[c:10]([cH:28]1)[C:11]([c:21]1[c:22]([Cl:27])[cH:23][cH:24][cH:25][cH:26]1)=[N:12][CH2:13][c:14]1[n:15]-2[cH:16][n:17][c:18]1[CH:19]=[O:20]. Product: O=Cc1ncn2c1CN=C(c1ccccc1Cl)c1cc(Cl)ccc1-2. The reactants are ClCCl, CC(C)[O-], OCc1ncn2c1CN=C(c1ccccc1Cl)c1cc(Cl)ccc1-2. Starting materials: NC=1C=NN(C1N1CCC(C(CC1)F)NC(C(F)(F)F)=O)C (N-(1-(4-amino-1-methyl-1H-pyrazol-5-yl)-5-fluoroazepan-4-yl)-2,2,2-trifluoroacetamide), C(C)(C)(C)OC(=O)NC1=C(N=C(S1)C1=NC=CC=C1)C(=O)O (5-(tert-butoxycarbonylamino)-2-(pyridin-2-yl)thiazole-4-carboxylic acid). Product: NC1=C(N=C(S1)C1=NC=CC=C1)C(=O)NC=1C=NN(C1N1CC[C@@H]([C@H](CC1)F)N)C (5-amino-N-(5-((4S,5S)-4-amino-5-fluoroazepan-1-yl)-1-methyl-1H-pyrazol-4-yl)-2-(pyridin-2-yl)thiazole-4-carboxamide). Yield: 74.0%. Reaction SMILES: [NH2:1][C:2]1[CH:3]=[N:4][N:5]([CH3:22])[C:6]=1[N:7]1[CH2:13][CH2:12][CH:11]([F:14])[CH:10]([NH:15]C(=O)C(F)(F)F)[CH2:9][CH2:8]1.C(OC([NH:30][C:31]1[S:35][C:34]([C:36]2[CH:41]=[CH:40][CH:39]=[CH:38][N:37]=2)=[N:33][C:32]=1[C:42](O)=[O:43])=O)(C)(C)C>>[NH2:30][C:31]1[S:35][C:34]([C:36]2[CH:41]=[CH:40][CH:39]=[CH:38][N:37]=2)=[N:33][C:32]=1[C:42]([NH:1][C:2]1[CH:3]=[N:4][N:5]([CH3:22])[C:6]=1[N:7]1[CH2:13][CH2:12][C@H:11]([F:14])[C@@H:10]([NH2:15])[CH2:9][CH2:8]1)=[O:43]. Procedure details: Following the procedure for Example 107 starting from N-(1-(4-amino-1-methyl-1H-pyrazol-5-yl)-5-fluoroazepan-4-yl)-2,2,2-trifluoroacetamide and 5-(tert-butoxycarbonylamino)-2-(pyridin-2-yl)thiazole-4-carboxylic acid gave 298 as a pale yellow solid (418 mg, 74% over 2 steps). 1H NMR (400 MHz, CDCl3) δ 8.54 (d, J=4.9 Hz, 1H), 8.40 (s, 1H), 8.06 (d, J=8.0 Hz, 1H), 7.78-7.73 (m, 2H), 7.28-7.23 (m, 1H), 6.26 (s, 2H), 4.51 (dtd, J=48.0, 8.8, 3.8 Hz, 1H), 3.73 (s, 3H), 3.37-3.20 (m, 5H), 2.35-2.21 (m, ... Reactants: Cl.C(C1=CC=CC=C1)(C1=CC=CC=C1)[C@@H]1CNCC[C@@H]1OCC1=CC(=CC(=C1)C(F)(F)F)F (cis-3-Benzhydryl-4-[[3-fluoro-5-(trifluoromethyl)benzyl]oxy]piperidine hydrochloride), Cl.CN(CC(=O)O)C (N,N-dimethylglycine hydrochloride). The product is C(C1=CC=CC=C1)(C1=CC=CC=C1)[C@@H]1CN(CC[C@@H]1OCC1=CC(=CC(=C1)C(F)(F)F)F)C(CN(C)C)=O (cis-2-[3-Benzhydryl-4-[[3-fluoro-5-(trifluoromethyl)benzyl]oxy]-1-pipendinyl]-N,N-dimethyl-2-oxoethanamine). Reaction SMILES: Cl.[CH:2]([C@H:15]1[C@@H:20]([O:21][CH2:22][C:23]2[CH:28]=[C:27]([C:29]([F:32])([F:31])[F:30])[CH:26]=[C:25]([F:33])[CH:24]=2)[CH2:19][CH2:18][NH:17][CH2:16]1)([C:9]1[CH:14]=[CH:13][CH:12]=[CH:11][CH:10]=1)[C:3]1[CH:8]=[CH:7][CH:6]=[CH:5][CH:4]=1.Cl.[CH3:35][N:36]([CH3:41])[CH2:37][C:38](O)=[O:39]>>[CH:2]([C@H:15]1[C@@H:20]([O:21][CH2:22][C:23]2[CH:28]=[C:27]([C:29]([F:32])([F:30])[F:31])[CH:26]=[C:25]([F:33])[CH:24]=2)[CH2:19][CH2:18][N:17]([C:38](=[O:39])[CH2:37][N:36]([CH3:41])[CH3:35])[CH2:16]1)([C:9]1[CH:14]=[CH:13][CH:12]=[CH:11][CH:10]=1)[C:3]1[CH:8]=[CH:7][CH:6]=[CH:5][CH:4]=1 |f:0.1,2.3|. Reported procedure: The compound (28.8 mg) obtained in Example 26 and N,N-dimethylglycine hydrochloride (16.7 mg) were reacted and treated in the same manner as in the method described in Example 32 to obtain the title compound. Reactants: [Br-], COc1cc(COc2nn(Cc3ccccc3)cc2C=O)ccc1OCc1nc(-c2ccco2)oc1C, C[Mg+], C1CCOC1, O. Yields the product COc1cc(COc2nn(Cc3ccccc3)cc2C(C)O)ccc1OCc1nc(-c2ccco2)oc1C. As a reaction SMILES: [Br-:38].[CH2:1]([c:2]1[cH:3][cH:4][cH:5][cH:6][cH:7]1)[n:8]1[n:9][c:10]([O:15][CH2:16][c:17]2[cH:18][c:19]([O:36][CH3:37])[c:20]([O:23][CH2:24][c:25]3[n:26][c:27](-[c:31]4[o:32][cH:33][cH:34][cH:35]4)[o:28][c:29]3[CH3:30])[cH:21][cH:22]2)[c:11]([CH:13]=[O:14])[cH:12]1.[CH3:39][Mg+:40].[O:42]1[CH2:43][CH2:44][CH2:45][CH2:46]1.[OH2:41]>>[CH2:1]([c:2]1[cH:3][cH:4][cH:5][cH:6][cH:7]1)[n:8]1[n:9][c:10]([O:15][CH2:16][c:17]2[cH:18][c:19]([O:36][CH3:37])[c:20]([O:23][CH2:24][c:25]3[n:26][c:27](-[c:31]4[o:32][cH:33][cH:34][cH:35]4)[o:28][c:29]3[CH3:30])[cH:21][cH:22]2)[c:11]([CH:13]([OH:14])[CH3:39])[cH:12]1. Starting materials: CC1CO1, CO, CO, ClCCl, O=[N+]([O-])c1ccc(N2CCNCC2)cc1. Product: CC(O)CN1CCN(c2ccc([N+](=O)[O-])cc2)CC1. RXN SMILES: [CH2:16]1[CH:17]([CH3:18])[O:19]1.[CH3:23][OH:24].[CH3:25][OH:26].[Cl:20][CH2:21][Cl:22].[N+:1](=[O:2])([O-:3])[c:4]1[cH:5][cH:6][c:7]([N:10]2[CH2:11][CH2:12][NH:13][CH2:14][CH2:15]2)[cH:8][cH:9]1>>[N+:1](=[O:2])([O-:3])[c:4]1[cH:5][cH:6][c:7]([N:10]2[CH2:11][CH2:12][N:13]([CH2:16][CH:17]([CH3:18])[OH:19])[CH2:14][CH2:15]2)[cH:8][cH:9]1. Reactants: C(C)(C)(C)OC(=O)N1CCC(=CC1)N(C(OC(C)(C)C)=O)C1=CC=CC=C1 (t-Butyl (1-t-butoxycarbonyl-1,2,3,6-tetrahydropyridin-4-yl)phenylcarbamate). Reagents/catalysts: [Pd] (palladium on carbon). Run in C(C)O (ethanol). Reaction conditions: time 3 hour. The product is C(C)(C)(C)OC(=O)N1CCC(CC1)N(C(OC(C)(C)C)=O)C1=CC=CC=C1 (t-Butyl (1-t-Butoxycarbonylpiperidin-4-yl)phenylcarbamate). Isolated yield 97.1%. As a reaction SMILES: [C:1]([O:5][C:6]([N:8]1[CH2:13][CH:12]=[C:11]([N:14]([C:22]2[CH:27]=[CH:26][CH:25]=[CH:24][CH:23]=2)[C:15](=[O:21])[O:16][C:17]([CH3:20])([CH3:19])[CH3:18])[CH2:10][CH2:9]1)=[O:7])([CH3:4])([CH3:3])[CH3:2]>C(O)C.[Pd]>[C:1]([O:5][C:6]([N:8]1[CH2:13][CH2:12][CH:11]([N:14]([C:22]2[CH:23]=[CH:24][CH:25]=[CH:26][CH:27]=2)[C:15](=[O:21])[O:16][C:17]([CH3:20])([CH3:19])[CH3:18])[CH2:10][CH2:9]1)=[O:7])([CH3:2])([CH3:3])[CH3:4]. Reported procedure: t-Butyl (1-t-butoxycarbonyl-1,2,3,6-tetrahydropyridin-4-yl)phenylcarbamate (2.5 g) was dissolved in ethanol, palladium on carbon (10%) was added and the mixture was shaken under hydrogen (50 psi.) for 3 h. The mixture was filtered through Hyflo and the solvent was evaporated under reduced pressure. The residue was purified by MPLC on silica gel, eluting with EtOAc/Hexane (5:95) to give the title compound as a clear oil (2.44 g), δH (CDCl3) 1.51 (9H, s), 1.55 (9H, s), 1.69 (2H, m), 1.79 (2H, m), ...